Task: describe an organic reaction: reactants, conditions, products, and yield. Dataset: the Open Reaction Database (ORD), a public repository of structured organic reaction records Reported procedure: Prepared from 2-indolinone and hexanoic acid chloride Reactants: N1C(CC2=CC=CC=C12)=O (2-indolinone), C(CCCCC)(=O)Cl (hexanoic acid chloride). Reaction SMILES: [NH:1]1[C:9]2[C:4](=[CH:5][CH:6]=[CH:7][CH:8]=2)[CH2:3][C:2]1=[O:10].[C:11](Cl)(=[O:17])[CH2:12][CH2:13][CH2:14][CH2:15][CH3:16]>>[C:11]([C:6]1[CH:5]=[C:4]2[C:9](=[CH:8][CH:7]=1)[NH:1][C:2](=[O:10])[CH2:3]2)(=[O:17])[CH2:12][CH2:13][CH2:14][CH2:15][CH3:16]. Product: C(CCCCC)(=O)C=1C=C2CC(NC2=CC1)=O (5-hexanoyl-2-indolinone). The reactants are NC12CC3(CC(CC(C1)C3)C2)C(=O)Cl (1-Aza-5-methyladamantane-3-carbonyl chloride), N[C@@H]1CN(CC1)CCC1=CC=CC=C1 ((S)-3-amino-1-(2-phenylethyl)pyrrolidine). Product: C1(=CC=CC=C1)CCN1CC(CC1)NC(=O)C12C[C@@H]3CC(CC(C1)(C3)N)C2 ((S)-N-(1-(2-phenylethyl)pyrrolidin-3-yl)-1-aza-5-methyladamantane-3-carboxamide). Reaction SMILES: [NH2:1][C:2]12[CH2:11][CH:6]3[CH2:7][CH:8]([CH2:10][C:4]([C:12](Cl)=[O:13])([CH2:5]3)[CH2:3]1)[CH2:9]2.[NH2:15][C@H:16]1[CH2:20][CH2:19][N:18]([CH2:21][CH2:22][C:23]2[CH:28]=[CH:27][CH:26]=[CH:25][CH:24]=2)[CH2:17]1>>[C:23]1([CH2:22][CH2:21][N:18]2[CH2:19][CH2:20][CH:16]([NH:15][C:12]([C:4]34[CH2:10][CH:8]5[CH2:9][C:2]([NH2:1])([CH2:11][C@@H:6]([CH2:7]5)[CH2:5]3)[CH2:3]4)=[O:13])[CH2:17]2)[CH:24]=[CH:25][CH:26]=[CH:27][CH:28]=1. Reported procedure: 1-Aza-5-methyladamantane-3-carbonyl chloride and (S)-3-amino-1-(2-phenylethyl)pyrrolidine were reacted under the same conditions as in Example 53 to give (S)-N-(1-(2-phenylethyl)pyrrolidin-3-yl)-1-aza-5-methyladamantane-3-carboxamide. Reactants: Cc1cc(C)n(C(=N)N)n1, CC(C)(C)[O-], CS(C)=O, [K+], O=[N+]([O-])O, CC(C)(C)OC(=O)NCCN=C=S. Product: Cc1cc(C)n(C(=N)NC(=S)NCCNC(=O)OC(C)(C)C)n1. RXN SMILES: [CH3:11][c:12]1[n:13][n:14]([C:18]([NH2:19])=[NH:20])[c:15]([CH3:17])[cH:16]1.[CH3:1][C:2]([CH3:3])([O-:4])[CH3:5].[CH3:34][S:35]([CH3:36])=[O:37].[K+:6].[N+:7]([O-:8])([OH:9])=[O:10].[N:21](=[C:22]=[S:23])[CH2:24][CH2:25][NH:26][C:27]([O:28][C:29]([CH3:30])([CH3:31])[CH3:32])=[O:33]>>[CH3:11][c:12]1[n:13][n:14]([C:18]([NH:19][C:22]([NH:21][CH2:24][CH2:25][NH:26][C:27]([O:28][C:29]([CH3:30])([CH3:31])[CH3:32])=[O:33])=[S:23])=[NH:20])[c:15]([CH3:17])[cH:16]1. Starting materials: CN1C(=NC(=CC1=O)N1CCOCC1)CC(=O)[O-].[Na+] (sodium [1-methyl-4-(morpholin-4-yl)-6-oxo-1,6-dihydropyrimidin-2-yl]acetate), BrC=1C=C(N)C=CC1 (3-bromoaniline). Product: BrC=1C=C(C=CC1)NC(CC=1N(C(C=C(N1)N1CCOCC1)=O)C)=O (N-(3-bromophenyl)-2-[1-methyl-4-(morpholin-4-yl)-6-oxo-1,6-dihydropyrimidin-2-yl]acetamide). The yield is 17.2%. RXN SMILES: [CH3:1][N:2]1[C:7](=[O:8])[CH:6]=[C:5]([N:9]2[CH2:14][CH2:13][O:12][CH2:11][CH2:10]2)[N:4]=[C:3]1[CH2:15][C:16]([O-:18])=O.[Na+].[Br:20][C:21]1[CH:22]=[C:23]([CH:25]=[CH:26][CH:27]=1)[NH2:24]>>[Br:20][C:21]1[CH:22]=[C:23]([NH:24][C:16](=[O:18])[CH2:15][C:3]2[N:2]([CH3:1])[C:7](=[O:8])[CH:6]=[C:5]([N:9]3[CH2:10][CH2:11][O:12][CH2:13][CH2:14]3)[N:4]=2)[CH:25]=[CH:26][CH:27]=1 |f:0.1|. Reported procedure: The product is prepared according to the procedure described in Example 68, using 200 mg of sodium [1-methyl-4-(morpholin-4-yl)-6-oxo-1,6-dihydropyrimidin-2-yl]acetate and 257 mg of 3-bromoaniline. 51 mg of N-(3-bromophenyl)-2-[1-methyl-4-(morpholin-4-yl)-6-oxo-1,6-dihydropyrimidin-2-yl]acetamide are obtained in the form of a white solid, the characteristics of which are the following: Starting materials: ClC1=CC=C(C=C1)S (4-chlorothiophenol), [OH-].[K+] (potassium hydroxide), CC1=CC=C(CCl)C=C1 (4-methylbenzyl chloride). The reagents and catalysts are [Cl-].C(C)[N+](CC)(CC)CC (tetraethylammonium chloride). Run in O (water), O (water). The product is CC1=CC=C(CSC2=CC=C(C=C2)Cl)C=C1 (4-Chlorophenyl 4-methylbenzyl thioether). As a reaction SMILES: [Cl:1][C:2]1[CH:7]=[CH:6][C:5]([SH:8])=[CH:4][CH:3]=1.[OH-].[K+].[CH3:11][C:12]1[CH:19]=[CH:18][C:15]([CH2:16]Cl)=[CH:14][CH:13]=1>O.[Cl-].C([N+](CC)(CC)CC)C>[CH3:11][C:12]1[CH:19]=[CH:18][C:15]([CH2:16][S:8][C:5]2[CH:6]=[CH:7][C:2]([Cl:1])=[CH:3][CH:4]=2)=[CH:14][CH:13]=1 |f:1.2,5.6|. Procedure: 150 g of 4-chlorothiophenol in 200 ml of water, 65 g of potassium hydroxide, 10 g of tetraethylammonium chloride and 140 g of 4-methylbenzyl chloride are initially introduced into a stirred apparatus and are heated under reflux for 4 hours. 300 ml of water are then added, and the mixture is cooled. The solid product is filtered off under suction and washed with water. After the crystals have been dried, 230 g of product of melting point 72° to 73° C. remain. The reactants are CC(C)(C)OC(=O)NC1CN(S(=O)(=O)O)C1=O, CCCC[N+](CCCC)(CCCC)CCCC, ClCCl, O=CO. As a reaction SMILES: [C:1]([O:2][C:3](=[O:4])[NH:8][CH:9]1[C:10](=[O:17])[N:11]([S:13](=[O:14])(=[O:15])[OH:16])[CH2:12]1)([CH3:5])([CH3:6])[CH3:7].[CH2:18]([N+:19]([CH2:20][CH2:21][CH2:22][CH3:23])([CH2:24][CH2:25][CH2:26][CH3:27])[CH2:28][CH2:29][CH2:30][CH3:31])[CH2:32][CH2:33][CH3:34].[CH2:38]([Cl:39])[Cl:40].[CH:35]([OH:36])=[O:37]>>[NH2:8][CH:9]1[C:10](=[O:17])[N:11]([S:13](=[O:14])(=[O:15])[OH:16])[CH2:12]1. Yields the product NC1CN(S(=O)(=O)O)C1=O. RXN SMILES: [Cl:1][CH2:2][CH2:3][CH2:4][n:5]1[c:6]2[n:7][cH:8][n:9][c:10]([NH2:14])[c:11]2[n:12][cH:13]1.[N-:16]=[N+:17]=[N-:18].[Na+:15].[O:19]=[CH:20][N:21]([CH3:22])[CH3:23]>>[CH2:2]([CH2:3][CH2:4][n:5]1[c:6]2[n:7][cH:8][n:9][c:10]([NH2:14])[c:11]2[n:12][cH:13]1)[N:16]=[N+:17]=[N-:18]. Reactants: Nc1ncnc2c1ncn2CCCCl, [N-]=[N+]=[N-], [Na+], CN(C)C=O. Product: [N-]=[N+]=NCCCn1cnc2c(N)ncnc21. Starting materials: C1(=CC=CC=C1)C=1N=CC2=C(N1)C=1CC(CCC1N2)=O (2-Phenyl-5,6,7,9-tetrahydro-8H-indolo[3,2-d]-pyrimidin-8-one), [H-].[Al+3].[Li+].[H-].[H-].[H-] (lithium aluminum hydride). The solvent is O1CCCC1 (tetrahydrofuran). The product is OC1CC2=C(CC1)NC1=C2N=C(N=C1)C1=CC=CC=C1 (8-Hydroxy-2-phenyl-6,7,8,9-tetrahydro-5H-indolo[3,2-d]-pyrimidine). As a reaction SMILES: [C:1]1([C:7]2[N:8]=[CH:9][C:10]3[NH:19][C:18]4[CH2:17][CH2:16][C:15](=[O:20])[CH2:14][C:13]=4[C:11]=3[N:12]=2)[CH:6]=[CH:5][CH:4]=[CH:3][CH:2]=1.[H-].[Al+3].[Li+].[H-].[H-].[H-]>O1CCCC1>[OH:20][CH:15]1[CH2:16][CH2:17][C:18]2[NH:19][C:10]3[CH:9]=[N:8][C:7]([C:1]4[CH:6]=[CH:5][CH:4]=[CH:3][CH:2]=4)=[N:12][C:11]=3[C:13]=2[CH2:14]1 |f:1.2.3.4.5.6|. Procedure details: To a mixture of 2-Phenyl-5,6,7,9-tetrahydro-8H-indolo[3,2-d]-pyrimidin-8-one (200 mg) and dry tetrahydrofuran (5 mL) was added lithium aluminum hydride (100 mg) in one portion. After 1 h at room temperature the reaction was quenched with 1N NaOH, the reaction was filtered through celite and the solvent was removed in vacuo and the residue was subjected to flash chromatography on silica gel with 10% methanol in methylene chloride as the eluent to afford 8-Hydroxy-2-phenyl-6,7,8,9-tetrahydro-5H-in... The reactants are C(C)C1=C(C(=CC=C1)CC)C=1C=C2C(=CN1)NC=C2 (5-(2,6-diethyl-phenyl)-1H-pyrrolo[2,3-c]pyridine), COC(=O)C1CCC(CC1)=O (4-oxo-cyclohexanecarboxylic acid methyl ester), [OH-].[K+] (KOH). Run in CO (MeOH), CO (MeOH). Yields the product C(C)C1=C(C(=CC=C1)CC)C=1C=C2C(=CN1)NC=C2C2=CCC(CC2)C(=O)O (4-[5-(2,6-diethyl-phenyl)-1H-pyrrolo[2,3-c]pyridine-3-yl]-cyclohex-3-enecarboxylic acid). The yield is 40.1%. RXN SMILES: [CH2:1]([C:3]1[CH:8]=[CH:7][CH:6]=[C:5]([CH2:9][CH3:10])[C:4]=1[C:11]1[CH:12]=[C:13]2[CH:19]=[CH:18][NH:17][C:14]2=[CH:15][N:16]=1)[CH3:2].C[O:21][C:22]([CH:24]1[CH2:29][CH2:28][C:27](=O)[CH2:26][CH2:25]1)=[O:23].[OH-].[K+]>CO>[CH2:1]([C:3]1[CH:8]=[CH:7][CH:6]=[C:5]([CH2:9][CH3:10])[C:4]=1[C:11]1[CH:12]=[C:13]2[C:19]([C:27]3[CH2:28][CH2:29][CH:24]([C:22]([OH:23])=[O:21])[CH2:25][CH:26]=3)=[CH:18][NH:17][C:14]2=[CH:15][N:16]=1)[CH3:2] |f:2.3|. Procedure details: A solution of 5-(2,6-diethyl-phenyl)-1H-pyrrolo[2,3-c]pyridine (200 mg, 0.8 mmol) in MeOH (5 mL) is added to a stirring solution of 4-oxo-cyclohexanecarboxylic acid methyl ester (204 mg, 1.2 mmol) and KOH (163 mg, 2.9 mmol) in MeOH (10 mL) at room temperature. The mixture is heated at reflux for 24 hours. The solvent is removed to dryness in vacuo. The residue is mixed with water and adjusted pH to 7. The mixture is extracted with CH2Cl2 (2×10 mL). The organic layer is washed with brine, dried, ...